Dataset: the Open Reaction Database (ORD), a public repository of structured organic reaction records. Task: describe an organic reaction: reactants, conditions, products, and yield Reactants: O=C1CCC(=O)N1Br, CS(=O)(=O)c1ccc(C(CC2CCCC2)C(=O)O)cc1C#N, ClCCl, Nc1nccs1, c1ccc(P(c2ccccc2)c2ccccc2)cc1. Product: CS(=O)(=O)c1ccc(C(CC2CCCC2)C(=O)Nc2nccs2)cc1C#N. RXN SMILES: [Br:20][N:21]1[C:22](=[O:23])[CH2:24][CH2:25][C:26]1=[O:27].[C:28](#[N:29])[c:30]1[cH:31][c:32]([CH:40]([C:41](=[O:42])[OH:43])[CH2:44][CH:45]2[CH2:46][CH2:47][CH2:48][CH2:49]2)[cH:33][cH:34][c:35]1[S:36](=[O:37])(=[O:38])[CH3:39].[CH2:56]([Cl:57])[Cl:58].[NH2:50][c:51]1[s:52][cH:53][cH:54][n:55]1.[c:1]1([P:2]([c:3]2[cH:4][cH:5][cH:6][cH:7][cH:8]2)[c:9]2[cH:10][cH:11][cH:12][cH:13][cH:14]2)[cH:15][cH:16][cH:17][cH:18][cH:19]1>>[C:28](#[N:29])[c:30]1[cH:31][c:32]([CH:40]([C:41](=[O:43])[NH:50][c:51]2[s:52][cH:53][cH:54][n:55]2)[CH2:44][CH:45]2[CH2:46][CH2:47][CH2:48][CH2:49]2)[cH:33][cH:34][c:35]1[S:36](=[O:37])(=[O:38])[CH3:39]. Starting materials: OC1OC(C=2C(=NC=3C=CC=CC3C21)O)=O ((RS)-1,4-dihydroxy-1,3-dihydrofuro[3,4-c]quinolin-3-one), O.NN (hydrazine hydrate). The solvent is CS(=O)C (dimethyl sulphoxide). Reaction conditions: time 4 day. Yields the product OC1=NC=2C=CC=CC2C2=C1C(NN=C2)=O (5-Hydroxy-3,4-dihydro-pyridazino[4,5-c]quinolin-4-one). RXN SMILES: O[CH:2]1[C:14]2[C:13]3[CH:12]=[CH:11][CH:10]=[CH:9][C:8]=3[N:7]=[C:6]([OH:15])[C:5]=2[C:4](=O)[O:3]1.O.[NH2:18][NH2:19]>CS(C)=O>[OH:15][C:6]1[C:5]2[C:4](=[O:3])[NH:18][N:19]=[CH:2][C:14]=2[C:13]2[CH:12]=[CH:11][CH:10]=[CH:9][C:8]=2[N:7]=1 |f:1.2|. Reported procedure: 0.54 g (0.0025 mol) of (RS)-1,4-dihydroxy-1,3-dihydrofuro[3,4-c]quinolin-3-one was dissolved in 5 ml of dimethyl sulphoxide while gassing with argon. 0.125 g (0.0025 mol) of hydrazine hydrate was added thereto and the mixture was stirred at room temperature for 4 days. The suspension obtained was suction filtered and rinsed with ethyl acetate. Yield: 0.28 g (53%) of 5-hydroxy-3,4-dihydro-pyridazino[4,5-c]quinolin-4-one as yellow crystals; m.p. >350° C. Reactants: C1(=CC=CC=C1)C=1C=C(C=CC(=O)N2CCN(CC2)C(C2=CC(=C(C(=C2)OC)OC)OC)=S)C=CC1 (1-(3-Phenylcinnamoyl)-4-[3,4,5-trimethoxy(thiobenzoyl)]piperazine), COC=1C=CC(=CC1)P2(=S)SP(=S)(S2)C=3C=CC(=CC3)OC (Lawesson's Reagent), COC1=CC=C(C=C1)P1(SP(S1)(C1=CC=C(C=C1)OC)=S)=S (2,4-bis(4-methoxyphenyl)-1,3-dithia-2,4-diphosphetane-2,4-disulfide), C1=CC=CC=C1 (benzene), O (water). Product: C1(=CC=CC=C1)C(=CC(=S)N1CCN(CC1)C(C1=CC(=C(C(=C1)OC)OC)OC)=S)C1=CC=CC=C1 (1-[3,3-Diphenyl(thioacryloyl)]-4-[3,4,5-trimethoxy(thiobenzoyl)]piperazine). RXN SMILES: C1([C:7]2[CH:8]=[C:9]([CH:34]=[CH:35][CH:36]=2)[CH:10]=[CH:11][C:12]([N:14]2[CH2:19][CH2:18][N:17]([C:20](=[S:33])[C:21]3[CH:26]=[C:25]([O:27][CH3:28])[C:24]([O:29][CH3:30])=[C:23]([O:31][CH3:32])[CH:22]=3)[CH2:16][CH2:15]2)=O)C=CC=CC=1.COC1C=CC(P2(SP(C3C=CC(OC)=CC=3)(=S)S2)=[S:46])=CC=1.O.[CH:60]1[CH:65]=[CH:64][CH:63]=[CH:62][CH:61]=1>>[C:9]1([C:10]([C:60]2[CH:65]=[CH:64][CH:63]=[CH:62][CH:61]=2)=[CH:11][C:12]([N:14]2[CH2:15][CH2:16][N:17]([C:20](=[S:33])[C:21]3[CH:22]=[C:23]([O:31][CH3:32])[C:24]([O:29][CH3:30])=[C:25]([O:27][CH3:28])[CH:26]=3)[CH2:18][CH2:19]2)=[S:46])[CH:34]=[CH:35][CH:36]=[CH:7][CH:8]=1. Procedure details: A solution of 1.000 g of 1-(3-phenylcinnamoyl)-4-[3,4,5-trimethoxy(thiobenzoyl)]piperazine (prepared as described in Example 61) in 10 ml of benzene and 0.805 g of Lawesson's Reagent consisting mainly of [2,4-bis(4-methoxyphenyl)-1,3-dithia-2,4-diphosphetane-2,4-disulfide] was heated under reflux for 2 hours. At the end of this time, the reaction mixture was cooled to room temperature, poured into water and extracted twice with ethyl acetate. The extract was washed with water, dried over anhydro... Reactants: NC=1SC=CN1 (2-aminothiazole), C(C)(C)(C)C=1C=C(C(CBr)=O)C=C(C1O)C(C)(C)C (3,5-di-tert-butyl-4-hydroxyphenacyl bromide), O (water), N (ammonia). Solvent: C(C)O (ethanol). Yields the product C(C)(C)(C)C=1C=C(C=C(C1O)C(C)(C)C)C=1N=C2SC=CN2C1 (6-(3,5-di-tert-butyl-4-hydroxyphenyl)imidazo[2,1-b]thiazole). The yield is 38.3%. RXN SMILES: [NH2:1][C:2]1[S:3][CH:4]=[CH:5][N:6]=1.[C:7]([C:11]1[CH:12]=[C:13]([CH:18]=[C:19]([C:22]([CH3:25])([CH3:24])[CH3:23])[C:20]=1[OH:21])[C:14](=O)[CH2:15]Br)([CH3:10])([CH3:9])[CH3:8].N.O>C(O)C>[C:22]([C:19]1[CH:18]=[C:13]([C:14]2[N:1]=[C:2]3[N:6]([CH:15]=2)[CH:5]=[CH:4][S:3]3)[CH:12]=[C:11]([C:7]([CH3:10])([CH3:9])[CH3:8])[C:20]=1[OH:21])([CH3:25])([CH3:24])[CH3:23]. Procedure details: In 20 ml of ethanol were dissolved 1.2 g of 2-aminothiazole and 3.9 g of 3,5-di-tert-butyl-4-hydroxyphenacyl bromide, and the solution was refluxed for 2 hours. The reaction mixture was neutralized by the addition of aqueous ammonia and added 30 ml of water. The crystals thus precipitated were recovered by filtration and recrystallized from ethanol to provide 1.5 g of 6-(3,5-di-tert-butyl-4-hydroxyphenyl)imidazo[2,1-b]thiazole.